describe an organic reaction: reactants, conditions, products, and yield From a dataset of the Open Reaction Database (ORD), a public repository of structured organic reaction records. Starting materials: C1(CC1)B(O)O (Cyclopropylboronic acid), C1(CCCCC1)P(C1=C(C=CC=C1)C1=C(C=CC=C1OC)OC)C1CCCCC1 (dicyclohexyl(2′,6′-dimethoxybiphenyl-2-yl)phosphine), C([O-])([O-])=O.[Na+].[Na+] (sodium carbonate), BrC1=CC(=C(C(=C1C1=CC=C(C=C1)F)F)OC)C=O (6-bromo-2,4′-difluoro-3-methoxybiphenyl-4-carbaldehyde). Reagents/catalysts: C=1C=CC(=CC1)/C=C/C(=O)/C=C/C2=CC=CC=C2.C=1C=CC(=CC1)/C=C/C(=O)/C=C/C2=CC=CC=C2.C=1C=CC(=CC1)/C=C/C(=O)/C=C/C2=CC=CC=C2.[Pd].[Pd] (tris(dibenzylideneacetone)dipalladium(0)). Solvent: C1(=CC=CC=C1)C (toluene), O (Water). Run at temperature 100 celsius, time 16 hour. The product is C1(CC1)C1=CC(=C(C(=C1C1=CC=C(C=C1)F)F)OC)C=O (6-Cyclopropyl-2,4′-difluoro-3-methoxybiphenyl-4-carbaldehyde). Isolated yield 93.9%. As a reaction SMILES: [CH:1]1(B(O)O)[CH2:3][CH2:2]1.C1(P(C2CCCCC2)C2C=CC=CC=2C2C(OC)=CC=CC=2OC)CCCCC1.C(=O)([O-])[O-].[Na+].[Na+].Br[C:43]1[C:48]([C:49]2[CH:54]=[CH:53][C:52]([F:55])=[CH:51][CH:50]=2)=[C:47]([F:56])[C:46]([O:57][CH3:58])=[C:45]([CH:59]=[O:60])[CH:44]=1>C1C=CC(/C=C/C(/C=C/C2C=CC=CC=2)=O)=CC=1.C1C=CC(/C=C/C(/C=C/C2C=CC=CC=2)=O)=CC=1.C1C=CC(/C=C/C(/C=C/C2C=CC=CC=2)=O)=CC=1.[Pd].[Pd].O.C1(C)C=CC=CC=1>[CH:1]1([C:43]2[C:48]([C:49]3[CH:50]=[CH:51][C:52]([F:55])=[CH:53][CH:54]=3)=[C:47]([F:56])[C:46]([O:57][CH3:58])=[C:45]([CH:59]=[O:60])[CH:44]=2)[CH2:3][CH2:2]1 |f:2.3.4,6.7.8.9.10|. Procedure details: Cyclopropylboronic acid (1.07 g), dicyclohexyl(2′,6′-dimethoxybiphenyl-2-yl)phosphine (0.510 g), a 2 M aqueous sodium carbonate solution (9.31 mL), and tris(dibenzylideneacetone)dipalladium(0) (0.568 g) were added at room temperature to a toluene (50 mL) solution of 6-bromo-2,4′-difluoro-3-methoxybiphenyl-4-carbaldehyde (2.03 g), and the mixture was stirred at 100° C. for 16 hours in an argon atmosphere. Water was added to the reaction mixture at room temperature, and the mixture was filtered th... Starting materials: [Si](C)(C)(C(C)(C)C)Cl (Tert-butyl-dimethylsilyl chloride), BrCCCCCCCCCO (9-bromo-nonan-1-ol), N1C=NC=C1 (imidazole). The solvent is C(Cl)Cl (DCM). Yields the product BrCCCCCCCCCO[Si](C)(C)C(C)(C)C ((9-Bromo-nonyloxy)-tert-butyl-dimethyl-silane). RXN SMILES: [Si:1](Cl)([C:4]([CH3:7])([CH3:6])[CH3:5])([CH3:3])[CH3:2].[Br:9][CH2:10][CH2:11][CH2:12][CH2:13][CH2:14][CH2:15][CH2:16][CH2:17][CH2:18][OH:19].N1C=CN=C1>C(Cl)Cl>[Br:9][CH2:10][CH2:11][CH2:12][CH2:13][CH2:14][CH2:15][CH2:16][CH2:17][CH2:18][O:19][Si:1]([C:4]([CH3:7])([CH3:6])[CH3:5])([CH3:3])[CH3:2]. Reported procedure: Tert-butyl-dimethylsilyl chloride (28.16 g, 186.8 mmol) was added in portions to a solution of 9-bromo-nonan-1-ol (27.8 g, 124.6 mmol) and imidazole (25.4 g, 373 mmol) in dry DCM (400 mL) at −10° C. under a nitrogen atmosphere. The reaction mixture was allowed to warm to RT overnight. The solids were removed by filtration and the filtrate was washed with 10% citric acid (aq), then brine, dried (MgSO4), filtered, and concentrated to dryness to afford the title compound as a yellow oil. Reactants: ClC1=CC(=C(OC2=CC=C(C=C2)O)C=C1)F (4-(4-chloro-2-fluorophenoxy)phenol), BrC(CCC(=O)OCC)C (ethyl 4-bromopentanoate), C([O-])([O-])=O.[K+].[K+] (potassium carbonate), [Br-] (bromide), C([O-])([O-])=O (carbonate), Cl (HCl), C1(=CC=CC=C1)O (phenol). Run in CN(C)C=O (DMF). Run at temperature 130 celsius. The product is ClC1=CC(=C(OC2=CC=C(OC(CCC(=O)OCC)C)C=C2)C=C1)F (Ethyl 4-(4-(4-Chloro-2-fluorophenoxy)phenoxy)pentanoate). As a reaction SMILES: [Cl:1][C:2]1[CH:15]=[CH:14][C:5]([O:6][C:7]2[CH:12]=[CH:11][C:10]([OH:13])=[CH:9][CH:8]=2)=[C:4]([F:16])[CH:3]=1.Br[CH:18]([CH3:26])[CH2:19][CH2:20][C:21]([O:23][CH2:24][CH3:25])=[O:22].C(=O)([O-])[O-].[K+].[K+].[Br-].C(=O)([O-])[O-].C1(O)C=CC=CC=1.Cl>CN(C=O)C>[Cl:1][C:2]1[CH:15]=[CH:14][C:5]([O:6][C:7]2[CH:8]=[CH:9][C:10]([O:13][CH:18]([CH3:26])[CH2:19][CH2:20][C:21]([O:23][CH2:24][CH3:25])=[O:22])=[CH:11][CH:12]=2)=[C:4]([F:16])[CH:3]=1 |f:2.3.4|. Reported procedure: A stirred mixture of 4-(4-chloro-2-fluorophenoxy)phenol (2.3 g, 0.0103 mol), ethyl 4-bromopentanoate (2.01 g, 0.0103 mol), and potassium carbonate (1.46 g, 0.105 mol) in DMF (20 ml) was heated in an oil bath at 130° C. for one hour. Additional bromide (0.5 g) and carbonate (0.5 g) were added each hour for the next four hours. At the end of this period, gas chromatography indicated that most of the starting phenol had reacted. After cooling, the reaction mixture was poured into 4N HCl solution (2...